This data is from the Open Reaction Database (ORD), a public repository of structured organic reaction records. The task is: describe an organic reaction: reactants, conditions, products, and yield As a reaction SMILES: [CH3:40][OH:41].[Cl:1][c:2]1[c:3]([F:25])[cH:4][c:5]([CH:8]([CH2:9][CH2:10][C:11]#[N:12])[c:13]2[cH:14][nH:15][c:16]3[c:17]([CH2:22][S:23][CH3:24])[cH:18][cH:19][cH:20][c:21]23)[cH:6][cH:7]1.[Cl:26][CH2:27][Cl:28].[OH:29][O:30][C:31]([c:32]1[cH:33][c:34]([Cl:35])[cH:36][cH:37][cH:38]1)=[O:39]>>[Cl:1][c:2]1[c:3]([F:25])[cH:4][c:5]([CH:8]([CH2:9][CH2:10][C:11]#[N:12])[c:13]2[cH:14][nH:15][c:16]3[c:17]([CH2:22][S:23]([CH3:24])=[O:29])[cH:18][cH:19][cH:20][c:21]23)[cH:6][cH:7]1. Reactants: CO, CSCc1cccc2c(C(CCC#N)c3ccc(Cl)c(F)c3)c[nH]c12, ClCCl, O=C(OO)c1cccc(Cl)c1. Yields the product CS(=O)Cc1cccc2c(C(CCC#N)c3ccc(Cl)c(F)c3)c[nH]c12. Reactants: F[B-](F)(F)F, CCO, Cc1cc(C(=O)O)ccc1C(=O)N1CCCC1, CCN(C(C)C)C(C)C, CCCC(N)c1nc2cc(Cl)ccc2[nH]1, Cl, ClCCl, C1CCOC1, CN(C)C(On1nnc2ccccc21)=[N+](C)C. Product: CCCC(NC(=O)c1ccc(C(=O)N2CCCC2)c(C)c1)c1nc2cc(Cl)ccc2[nH]1. RXN SMILES: [B-:18]([F:19])([F:20])([F:21])[F:22].[CH2:70]([OH:71])[CH3:72].[CH3:1][c:2]1[cH:3][c:4]([C:5](=[O:6])[OH:7])[cH:8][cH:9][c:10]1[C:11](=[O:12])[N:13]1[CH2:14][CH2:15][CH2:16][CH2:17]1.[CH:40]([N:41]([CH:42]([CH3:43])[CH3:44])[CH2:45][CH3:46])([CH3:47])[CH3:48].[Cl:49][c:50]1[cH:51][c:52]2[c:53]([nH:54][c:55]([CH:57]([CH2:58][CH2:59][CH3:60])[NH2:61])[n:56]2)[cH:62][cH:63]1.[Cl:64].[Cl:73][CH2:74][Cl:75].[O:65]1[CH2:66][CH2:67][CH2:68][CH2:69]1.[n:23]1([O:24][C:25]([N:26]([CH3:27])[CH3:28])=[N+:29]([CH3:30])[CH3:31])[c:32]2[cH:33][cH:34][cH:35][cH:36][c:37]2[n:38][n:39]1>>[CH3:1][c:2]1[cH:3][c:4]([C:5](=[O:7])[NH:61][CH:57]([c:55]2[nH:54][c:53]3[c:52]([cH:51][c:50]([Cl:49])[cH:63][cH:62]3)[n:56]2)[CH2:58][CH2:59][CH3:60])[cH:8][cH:9][c:10]1[C:11](=[O:12])[N:13]1[CH2:14][CH2:15][CH2:16][CH2:17]1. Reactants: CCOC(C)=O, CCO, CC(C)CCN(CCC(C)C)C(=O)c1ccc([N+](=O)[O-])c(NCCCN2CCCCC2)c1. The product is CC(C)CCN(CCC(C)C)C(=O)c1ccc(N)c(NCCCN2CCCCC2)c1. Reaction SMILES: [C:36]([O:37][CH2:38][CH3:39])(=[O:40])[CH3:41].[CH2:33]([OH:34])[CH3:35].[CH3:1][CH:2]([CH2:3][CH2:4][N:5]([C:6]([c:7]1[cH:8][c:9]([NH:16][CH2:17][CH2:18][CH2:19][N:20]2[CH2:21][CH2:22][CH2:23][CH2:24][CH2:25]2)[c:10]([N+:13]([O-:14])=[O:15])[cH:11][cH:12]1)=[O:26])[CH2:27][CH2:28][CH:29]([CH3:30])[CH3:31])[CH3:32]>>[CH3:1][CH:2]([CH2:3][CH2:4][N:5]([C:6]([c:7]1[cH:8][c:9]([NH:16][CH2:17][CH2:18][CH2:19][N:20]2[CH2:21][CH2:22][CH2:23][CH2:24][CH2:25]2)[c:10]([NH2:13])[cH:11][cH:12]1)=[O:26])[CH2:27][CH2:28][CH:29]([CH3:30])[CH3:31])[CH3:32].